From a dataset of the Open Reaction Database (ORD), a public repository of structured organic reaction records. describe an organic reaction: reactants, conditions, products, and yield The reactants are C(C)OC(CS(=O)(=O)C1=CC=C(C=C1)OC)=O ((4-methoxy-benzenesulfonyl)-acetic acid ethyl ester), C(\C=C(/C)\CCC=C(C)C)Br (geranyl bromide), C1COCCOCCOCCOCCOCCO1 (18-Crown-6), C(=O)([O-])[O-].[K+].[K+] (K2CO3). Solvent: CC(=O)C (acetone). The product is C(C)OC(C(CC=C(CCC=C(C)C)C)S(=O)(=O)C1=CC=C(C=C1)OC)=O (2-(4-methoxy-benzenesulfonyl)-5,9-dimethyl-deca-4,8-dienoic acid ethyl ester). Reaction SMILES: [CH2:1]([O:3][C:4](=[O:17])[CH2:5][S:6]([C:9]1[CH:14]=[CH:13][C:12]([O:15][CH3:16])=[CH:11][CH:10]=1)(=[O:8])=[O:7])[CH3:2].[CH2:18](Br)/[CH:19]=[C:20](/[CH2:22][CH2:23][CH:24]=[C:25]([CH3:27])[CH3:26])\[CH3:21].C1OCCOCCOCCOCCOCCOC1.C([O-])([O-])=O.[K+].[K+]>CC(C)=O>[CH2:1]([O:3][C:4](=[O:17])[CH:5]([S:6]([C:9]1[CH:14]=[CH:13][C:12]([O:15][CH3:16])=[CH:11][CH:10]=1)(=[O:7])=[O:8])[CH2:18][CH:19]=[C:20]([CH3:21])[CH2:22][CH2:23][CH:24]=[C:25]([CH3:27])[CH3:26])[CH3:2] |f:3.4.5|. Procedure details: To a stirred solution of (4-methoxy-benzenesulfonyl)-acetic acid ethyl ester (5.16 g, 20 mmol), geranyl bromide (4.2g, 20 mmol) and 18-Crown-6 (500 mg) in acetone (250 ml) was added K2CO3 (10 gms, excess) and the mixture refluxed foe 24 hours. At the end, the reaction mixture was filtered and the acetone layer was concentrated. The residue obtained was extracted with chloroform, washed well with water, dried over anhydrous MgSO4, filtered and concentrated. The product obtained was purified by si... Reactants: CCc1cccc(CCN(Cc2ccc(C(C)(C)C)cc2)C(=O)OC(C)(C)C)c1, ClCCl, [Na+], [OH-], O=C(O)C(F)(F)F. The product is CCc1cccc(CCNCc2ccc(C(C)(C)C)cc2)c1. As a reaction SMILES: [C:1]([O:2][C:3](=[O:4])[N:7]([CH2:8][CH2:9][c:10]1[cH:11][c:12]([CH2:16][CH3:17])[cH:13][cH:14][cH:15]1)[CH2:18][c:19]1[cH:20][cH:21][c:22]([C:25]([CH3:26])([CH3:27])[CH3:28])[cH:23][cH:24]1)([CH3:5])([CH3:6])[CH3:29].[Cl:39][CH2:40][Cl:41].[Na+:38].[OH-:37].[OH:30][C:31]([C:32]([F:33])([F:34])[F:35])=[O:36]>>[NH:7]([CH2:8][CH2:9][c:10]1[cH:11][c:12]([CH2:16][CH3:17])[cH:13][cH:14][cH:15]1)[CH2:18][c:19]1[cH:20][cH:21][c:22]([C:25]([CH3:26])([CH3:27])[CH3:28])[cH:23][cH:24]1. The reactants are CC1(C(C(C2C(C(CCC12)=O)=O)(C)C)C)C (1,1,2,3,3-pentamethyl-hexahydro-indene-4,5-dione), C(C)(=S)N (thioacetamide), CC1(C(C(C2C(CCCC12)=O)(C)C)C)C (1,1,2,3,3-Pentamethyl-octahydro-inden-4-one), CC1(C(C(C=2C(CCCC12)=O)(C)C)C)C (1,1,2,3,3-pentamethyl-1,2,3,5,6,7-hexahydro-inden-4-one), CC1(C(C(C2C(C(CCC12)=O)=O)(C)C)C)C (1,1,2,3,3-Pentamethyl-hexahydro-indene-4,5-dione), CC1(C(C(C2C(CCCC12)=O)(C)C)C)C (1,1,2,3,3-pentamethyl-octahydro-inden-4-one). Solvent: COCCOCCOC (diglyme). Run at temperature 130 celsius, time 24 hour. The product is CC1=NC=2C3C(C(C(C3CCC2S1)(C)C)C)(C)C (2,6,6,7,8,8-hexamethyl-5,5a,6,7,8,8a-hexahydro-4H-3-thia-1-aza-as-indacene). As a reaction SMILES: [CH3:1][C:2]1([CH3:15])[CH:10]2[CH:5]([C:6](=O)[CH2:7][CH2:8][CH2:9]2)[C:4]([CH3:13])([CH3:12])[CH:3]1[CH3:14].CC1(C)C2CCCC(=O)C=2C(C)(C)C1C.CC1(C)C2C(C(=O)C(=O)CC2)C(C)(C)C1C.[C:47]([NH2:50])(=[S:49])[CH3:48]>COCCOCCOC>[CH3:48][C:47]1[S:49][C:7]2[CH2:8][CH2:9][CH:10]3[CH:5]([C:4]([CH3:13])([CH3:12])[CH:3]([CH3:14])[C:2]3([CH3:15])[CH3:1])[C:6]=2[N:50]=1. Procedure: 1,1,2,3,3-Pentamethyl-octahydro-inden-4-one is first prepared by the hydrogenation of 1,1,2,3,3-pentamethyl-1,2,3,5,6,7-hexahydro-inden-4-one (Cashmeran®) (commercially available at IFF). 1,1,2,3,3-Pentamethyl-hexahydro-indene-4,5-dione is subsequently prepared with 1,1,2,3,3-pentamethyl-octahydro-inden-4-one (prepared as described by Barton in Tetrahedron Letters, 1984, 25(6), pages: 603-606). A 100 mL reaction flask is charged with 1,1,2,3,3-pentamethyl-hexahydro-indene-4,5-dione (10 g, 0.04 m... Reactants: C1CCNC1, Cc1ccccc1, CO, C#N, COc1ccc2c(c1)C(Cc1ccc(Cl)c(Cl)c1)C(=O)CC2, [Na], O, O, Cc1ccc(S(=O)(=O)O)cc1. Product: COc1ccc2c(c1)C(Cc1ccc(Cl)c(Cl)c1)C(N1CCCC1)CC2. Reaction SMILES: [CH2:23]1[CH2:24][CH2:25][NH:26][CH2:27]1.[CH3:43][c:44]1[cH:45][cH:46][cH:47][cH:48][cH:49]1.[CH3:51][OH:52].[CH:40]#[N:41].[Cl:1][c:2]1[cH:3][c:4]([CH2:5][CH:6]2[C:7](=[O:18])[CH2:8][CH2:9][c:10]3[cH:11][cH:12][c:13]([O:16][CH3:17])[cH:14][c:15]32)[cH:19][cH:20][c:21]1[Cl:22].[Na:42].[OH2:28].[OH2:50].[c:29]1([CH3:30])[cH:31][cH:32][c:33]([S:34]([OH:35])(=[O:36])=[O:37])[cH:38][cH:39]1>>[Cl:1][c:2]1[cH:3][c:4]([CH2:5][CH:6]2[CH:7]([N:26]3[CH2:25][CH2:24][CH2:23][CH2:27]3)[CH2:8][CH2:9][c:10]3[cH:11][cH:12][c:13]([O:16][CH3:17])[cH:14][c:15]32)[cH:19][cH:20][c:21]1[Cl:22].